describe an organic reaction: reactants, conditions, products, and yield From a dataset of the Open Reaction Database (ORD), a public repository of structured organic reaction records. Reactants: [BH4-], CO, O=Cc1ccc2ccccc2c1, CN1C(=O)NC(=O)C12Cc1ccc(NC(=O)CN)cc1C2, [Na+]. Product: CN1C(=O)NC(=O)C12Cc1ccc(NC(=O)CNCc3ccc4ccccc4c3)cc1C2. Reaction SMILES: [BH4-:34].[CH3:36][OH:37].[CH:22](=[O:23])[c:24]1[cH:25][cH:26][c:27]2[cH:28][cH:29][cH:30][cH:31][c:32]2[cH:33]1.[NH2:1][CH2:2][C:3](=[O:4])[NH:5][c:6]1[cH:7][c:8]2[c:19]([cH:20][cH:21]1)[CH2:18][C:10]1([CH2:9]2)[N:11]([CH3:17])[C:12](=[O:16])[NH:13][C:14]1=[O:15].[Na+:35]>>[NH:1]([CH2:2][C:3](=[O:4])[NH:5][c:6]1[cH:7][c:8]2[c:19]([cH:20][cH:21]1)[CH2:18][C:10]1([CH2:9]2)[N:11]([CH3:17])[C:12](=[O:16])[NH:13][C:14]1=[O:15])[CH2:22][c:24]1[cH:25][cH:26][c:27]2[cH:28][cH:29][cH:30][cH:31][c:32]2[cH:33]1. Starting materials: ClC1=NC(=NC(=N1)OC1=CC=CC=C1)OC1=CC=CC=C1 (2-Chloro-4,6-diphenoxy-s-triazine), [Cl-].[Al+3].[Cl-].[Cl-] (aluminum chloride), C1(=CC(=CC(=C1)C)C)C (mesitylene). Product: O(C1=CC=CC=C1)C1=NC(=NC(=N1)OC1=CC=CC=C1)C1=C(C=C(C=C1C)C)C (2,4-Diphenoxy-6-(2,4,6-trimethylphenyl)-s-triazine). As a reaction SMILES: Cl[C:2]1[N:7]=[C:6]([O:8][C:9]2[CH:14]=[CH:13][CH:12]=[CH:11][CH:10]=2)[N:5]=[C:4]([O:15][C:16]2[CH:21]=[CH:20][CH:19]=[CH:18][CH:17]=2)[N:3]=1.[Cl-].[Al+3].[Cl-].[Cl-].[C:26]1([CH3:34])[CH:31]=[C:30]([CH3:32])[CH:29]=[C:28]([CH3:33])[CH:27]=1>>[O:15]([C:4]1[N:5]=[C:6]([O:8][C:9]2[CH:14]=[CH:13][CH:12]=[CH:11][CH:10]=2)[N:7]=[C:2]([C:27]2[C:28]([CH3:33])=[CH:29][C:30]([CH3:32])=[CH:31][C:26]=2[CH3:34])[N:3]=1)[C:16]1[CH:21]=[CH:20][CH:19]=[CH:18][CH:17]=1 |f:1.2.3.4|. Reported procedure: A 250-mL reaction flask fitted with a magnetic stirrer and a condenser is charged with 21.0 g (0.070 mol) of the product of Example 15, 100 mL of mesitylene and 9.30 g (0.070 mol) of aluminum chloride. The mixture is refluxed for three days. The mixture is then poured onto ice and the phases are separated. The organic phase is dried over anhydrous sodium sulfate and the solvent is removed under reduced pressure to give a brown resin. The crude resin is recrystallized from ligroin to give 7.9 g o...